From a dataset of the Open Reaction Database (ORD), a public repository of structured organic reaction records. describe an organic reaction: reactants, conditions, products, and yield Starting materials: COC(C1=CC(=C(C=C1)Cl)C1=NC=C(C=C1Cl)Cl)=O (4-chloro-3-(3,5-dichloro-pyridin-2-yl)-benzoic acid methyl ester), O[Li].O (LiOH.H2O), C1CCOC1 (THF). Solvent: O (water). Run at time 12 hour. The product is ClC1=C(C=C(C(=O)O)C=C1)C1=NC=C(C=C1Cl)Cl (4-chloro-3-(3,5-dichloro-pyridin-2-yl)-benzoic acid). Yield: 85.7%. Reaction SMILES: C1COCC1.C[O:7][C:8](=[O:24])[C:9]1[CH:14]=[CH:13][C:12]([Cl:15])=[C:11]([C:16]2[C:21]([Cl:22])=[CH:20][C:19]([Cl:23])=[CH:18][N:17]=2)[CH:10]=1.O[Li].O>O>[Cl:15][C:12]1[CH:13]=[CH:14][C:9]([C:8]([OH:24])=[O:7])=[CH:10][C:11]=1[C:16]1[C:21]([Cl:22])=[CH:20][C:19]([Cl:23])=[CH:18][N:17]=1 |f:2.3|. Reported procedure: A mixture of THF (15 mL) and water (1 mL) containing 4-chloro-3-(3,5-dichloro-pyridin-2-yl)-benzoic acid methyl ester (1.7 g, 5.4 mmol) and LiOH.H2O (0.68 g, 16.1 mmol) was stirred at room temperature for 12 hrs. The mixture was acidified and extracted with ethyl acetate. The organic layer was washed with brine and water and was dried. Filtration and concentration gave 4-chloro-3-(3,5-dichloro-pyridin-2-yl)-benzoic acid as a white solid (1.4 g). MS (M+H)+: 301.6, tR=7.048 min (method 2) Reactants: C(C)NC1=NC(=NC=C1C=CC(=O)OCC)NC1=CC=CC=C1 (ethyl 3-(4-ethylamino-2-phenylamino-pyrimidin-5-yl)acrylate), C(C)O (ethanol). The reagents and catalysts are [Pd] (palladium on carbon). Solvent: O1CCCC1 (tetrahydrofuran). Yields the product C(C)OC(CCC=1C(=NC(=NC1)NC1=CC=CC=C1)NCC)=O (3-(4-ethylamino-2-phenylamino-pyrimidin-5-yl)propionic acid ethyl ester). Yield: 47.7%. Reaction SMILES: [CH2:1]([NH:3][C:4]1[C:9]([CH:10]=[CH:11][C:12]([O:14][CH2:15][CH3:16])=[O:13])=[CH:8][N:7]=[C:6]([NH:17][C:18]2[CH:23]=[CH:22][CH:21]=[CH:20][CH:19]=2)[N:5]=1)[CH3:2].C(O)C>[Pd].O1CCCC1>[CH2:15]([O:14][C:12](=[O:13])[CH2:11][CH2:10][C:9]1[C:4]([NH:3][CH2:1][CH3:2])=[N:5][C:6]([NH:17][C:18]2[CH:19]=[CH:20][CH:21]=[CH:22][CH:23]=2)=[N:7][CH:8]=1)[CH3:16]. Reported procedure: A mixture of ethyl 3-(4-ethylamino-2-phenylamino-pyrimidin-5-yl)acrylate (152 mg, 0.48 mmol) and 5% palladium on carbon in a solvent mixture of ethanol and tetrahydrofuran was hydrogenated under pressure. The catalyst was filtered off and the filtrate concentrated. The residue was purified by flash chromatography eluting with 2:1 ethyl acetate:hexane to give 72 mg (47%) of 3-(4-ethylamino-2-phenylamino-pyrimidin-5-yl)propionic acid ethyl ester, mp 106-107° C. The reactants are N1=CN=C2N=CNC2=C1 (purine), BrCCCCl (1-bromo-3-chloropropane), C(=O)([O-])[O-].[K+].[K+] (K2CO3). The solvent is CN(C)C=O (DMF). Conditions: temperature 20 celsius, time 24 hour. The product is ClCCCN1C2=NC=NC=C2N=C1 (9-(3-chloropropyl)purine), ClCCCN1C=NC2=NC=NC=C12 (7-(3-chloropropyl)purine). Yield: 23.0%. Reaction SMILES: [N:1]1[CH:9]=[C:8]2[C:4]([N:5]=[CH:6][NH:7]2)=[N:3][CH:2]=1.Br[CH2:11][CH2:12][CH2:13][Cl:14].C([O-])([O-])=O.[K+].[K+]>CN(C=O)C>[Cl:14][CH2:13][CH2:12][CH2:11][N:5]1[CH:6]=[N:7][C:8]2[C:4]1=[N:3][CH:2]=[N:1][CH:9]=2.[Cl:14][CH2:13][CH2:12][CH2:11][N:7]1[C:8]2[C:4](=[N:3][CH:2]=[N:1][CH:9]=2)[N:5]=[CH:6]1 |f:2.3.4|. Reported procedure: To a solution of purine (360 mg, 3.00 mmol) and 1-bromo-3-chloropropane (1.42 g, 9.0 mmol) in DMF (10 mL) was added K2CO3 (622 mg, 4.5 mmol) at 20° C. The reaction mixture was stirred for 24 h at 20° C. and filtered. The filtrate was concentrated in vacuo and the residue was chromatographed to give 9-(3-chloropropyl)purine (400 mg, 68%) and 7-(3-chloropropyl)purine (136 mg, 23%) as colorless oils. The reactants are C(C1=CC=CC=C1)(C1=CC=CC=C1)N1CC(C1)OS(=O)(=O)C (1-benzhydryl-3-methanesulfonyloxyazetidine), N1C=NC=C1 (imidazole), suspension, [H-].[Na+] (sodium hydride). Run in C(C)(=O)OCC (ethyl acetate), CN(C=O)C (dimethylformamide), CN(C=O)C (dimethylformamide), CN(C=O)C (dimethylformamide). Reaction conditions: time 1 hour. The product is C(C1=CC=CC=C1)(C1=CC=CC=C1)N1CC(C1)N1C=NC=C1 (1-Benzhydryl-3-(1-imidazolyl)azetidine). The yield is 63.2%. As a reaction SMILES: [NH:1]1[CH:5]=[CH:4][N:3]=[CH:2]1.[H-].[Na+].[CH:8]([N:21]1[CH2:24][CH:23](OS(C)(=O)=O)[CH2:22]1)([C:15]1[CH:20]=[CH:19][CH:18]=[CH:17][CH:16]=1)[C:9]1[CH:14]=[CH:13][CH:12]=[CH:11][CH:10]=1>CN(C)C=O.C(OCC)(=O)C>[CH:8]([N:21]1[CH2:24][CH:23]([N:1]2[CH:5]=[CH:4][N:3]=[CH:2]2)[CH2:22]1)([C:15]1[CH:16]=[CH:17][CH:18]=[CH:19][CH:20]=1)[C:9]1[CH:10]=[CH:11][CH:12]=[CH:13][CH:14]=1 |f:1.2|. Procedure: A solution of 3.20 g of imidazole in 25 ml of dimethylformamide was added to 2.10 g of a suspension of sodium hydride (as a 55% w/w dispersion in mineral oil) in 25 ml of dimethylformamide, whilst ice-cooling. The mixture was then stirred at room temperature for 1 hour. A solution of 5.00 g of 1-benzhydryl-3-methanesulfonyloxyazetidine in 50 ml of dimethylformamide was then added to the mixture, after which the mixture was stirred at 70° C. for 17 hours. At the end of this time, the reaction mix... The reactants are CC(C)CCON=O, CC#N, [Cl-], Cl[Cu]Cl, [Li+], COc1ccc(-n2nc(N)cc2-c2ccc(OCCNC(N)=O)cc2)cc1. The product is COc1ccc(-n2nc(Cl)cc2-c2ccc(OCCNC(N)=O)cc2)cc1. RXN SMILES: [CH3:30][CH:31]([CH2:32][CH2:33][O:34][N:35]=[O:36])[CH3:37].[CH3:38][C:39]#[N:40].[Cl-:29].[Cl:41][Cu:42][Cl:43].[Li+:28].[NH2:1][c:2]1[n:3][n:4](-[c:20]2[cH:21][cH:22][c:23]([O:26][CH3:27])[cH:24][cH:25]2)[c:5](-[c:7]2[cH:8][cH:9][c:10]([O:11][CH2:12][CH2:13][NH:14][C:15](=[O:16])[NH2:17])[cH:18][cH:19]2)[cH:6]1>>[c:2]1([Cl:29])[n:3][n:4](-[c:20]2[cH:21][cH:22][c:23]([O:26][CH3:27])[cH:24][cH:25]2)[c:5](-[c:7]2[cH:8][cH:9][c:10]([O:11][CH2:12][CH2:13][NH:14][C:15](=[O:16])[NH2:17])[cH:18][cH:19]2)[cH:6]1. Reactants: C1(CCCC1)C1=C(C=CC(=C1)C1=C2C=CC=CC2=CC=2SC(=C(C21)C)C)O (2-cyclopentyl-4-(2,3-dimethyl-naphtho[2,3-b]thiophen-4-yl)-phenol), C(C)(=O)OC(C)=O (acetic anhydride), Cl (hydrochloric acid). The solvent is N1=CC=CC=C1 (pyridine). Yields the product C1(CCCC1)C1=C(C=CC(=C1)C1=C2C=CC=CC2=CC=2SC(=C(C21)C)C)OC(C)=O (Acetic acid 2-cyclopentyl-4-(2,3-dimethyl-naphtho[2,3-b]thiophen-4-yl)-phenyl ester). Yield: 99.7%. RXN SMILES: [CH:1]1([C:6]2[CH:11]=[C:10]([C:12]3[C:24]4[C:23]([CH3:25])=[C:22]([CH3:26])[S:21][C:20]=4[CH:19]=[C:18]4[C:13]=3[CH:14]=[CH:15][CH:16]=[CH:17]4)[CH:9]=[CH:8][C:7]=2[OH:27])[CH2:5][CH2:4][CH2:3][CH2:2]1.[C:28](OC(=O)C)(=[O:30])[CH3:29].Cl>N1C=CC=CC=1>[CH:1]1([C:6]2[CH:11]=[C:10]([C:12]3[C:24]4[C:23]([CH3:25])=[C:22]([CH3:26])[S:21][C:20]=4[CH:19]=[C:18]4[C:13]=3[CH:14]=[CH:15][CH:16]=[CH:17]4)[CH:9]=[CH:8][C:7]=2[O:27][C:28](=[O:30])[CH3:29])[CH2:2][CH2:3][CH2:4][CH2:5]1. Procedure: To 2-cyclopentyl-4-(2,3-dimethyl-naphtho[2,3-b]thiophen-4-yl)-phenol (2.8 g, 7.5 mmol) in anhydrous pyridine (20 mL) at room temperature under nitrogen was added dropwise acetic anhydride (0.92 mL, 9.8 mmol). The reaction mixture was placed in the refrigerator. After 41 h the reaction was diluted and acidified with 10% aqueous hydrochloric acid to a pH of 1. The mixture was extracted with diethyl ether (500 mL), and the diethyl ether layer was washed with 5% aqueous hydrochloric acid (100 mL), t... Solvent: CO (methanol). Starting materials: ethyl, C=C(C(=O)[O-])CC1=CC=CC=C1 (α-methylenebenzenepropanoate), [OH-].[K+] (potassium hydroxide). Procedure: The ethyl (α-methylenebenzenepropanoate of Step 8 (4.6 g, 24.3 mmol) was dissolved in methanol (12 mL) and then reacted with 2N potassium hydroxide (24 mL) solution. The mixture was stirred at room temperature for 4 hours and concentrated by evaporation. The residue was diluted with water and washed with ether. The aqueous layer was acidified to pH 2 with 1N HCl and then extracted with ethyl acetate. The extracts were dried (MgSO4) and evaporated to give the title compound as colorless oil (2.8 ... RXN SMILES: [CH2:1]=[C:2]([CH2:6][C:7]1[CH:12]=[CH:11][CH:10]=[CH:9][CH:8]=1)[C:3]([O-:5])=[O:4].[OH-].[K+]>CO>[CH2:1]=[C:2]([CH2:6][C:7]1[CH:12]=[CH:11][CH:10]=[CH:9][CH:8]=1)[C:3]([OH:5])=[O:4] |f:1.2|. Isolated yield 71.0%. The product is C=C(C(=O)O)CC1=CC=CC=C1 (α-methylenebenzenepropanoic acid). Run at time 4 hour. The reactants are C(N)(=O)[C@H]1C[C@H](CCC1)NC(OCC1=CC=CC=C1)=O (benzyl N-[(1S,3R)-3-carbamoylcyclohexyl]carbamate), C(N)(=O)[C@H]1C[C@H](CCC1)NC(OCC1=CC=CC=C1)=O (benzyl N-[(1S,3R)-3-carbamoylcyclohexyl]carbamate), ClC1=NC(=NC(=N1)Cl)Cl (2,4,6-trichloro-1,3,5-triazine). Reagents/catalysts: [Au] (gold). Run in CN(C)C=O (DMF). Conditions: time 20 minute. Yields the product C(#N)[C@H]1C[C@H](CCC1)NC(OCC1=CC=CC=C1)=O (benzyl (1S,3R)-3-cyanocyclohexylcarbamate). Reaction SMILES: [C:1]([C@@H:4]1[CH2:9][CH2:8][CH2:7][C@H:6]([NH:10][C:11](=[O:20])[O:12][CH2:13][C:14]2[CH:19]=[CH:18][CH:17]=[CH:16][CH:15]=2)[CH2:5]1)(=O)[NH2:2].ClC1N=C(Cl)N=C(Cl)N=1>CN(C=O)C.[Au]>[C:1]([C@@H:4]1[CH2:9][CH2:8][CH2:7][C@H:6]([NH:10][C:11](=[O:20])[O:12][CH2:13][C:14]2[CH:15]=[CH:16][CH:17]=[CH:18][CH:19]=2)[CH2:5]1)#[N:2]. Procedure: A suspension of benzyl N-[(1S,3R)-3-carbamoylcyclohexyl]carbamate, 18d, (0.69 g, 2.50 mmol) in DMF (10 mL) at 0° C. was treated with 2,4,6-trichloro-1,3,5-triazine (0.61 g, 3.29 mmol) and allowed to stir while slowly warming to room temperature. After 20 minutes, the solution became gold in color. After 1 hour a precipitate had formed. Stirred for an additional 3 hours then quenched with ice water (100 mL) and extracted with CH2Cl2 (2×125 mL) then washed with 1N HCl (100 mL). The organic layer w... Reactants: C(C)(C)(C)O[C@H](C(=O)O)C1=C(C2=C(N=C(S2)C2=CC=C3C(=NN(C3=C2)C)C)C=C1C)C1=CC=C(C=C1)Cl ((S)-2-tert-butoxy-2-(7-(4-chlorophenyl)-2-(1,3-dimethyl-1H-indazol-6-yl)-5-methylbenzo[d]thiazol-6-yl)acetic acid), C(C)(C)(C)O[C@H](C(=O)OCC)C1=C(C2=C(N=C(S2)C2=CC=3N(C=C2)C(=NN3)C)C=C1C)C1=CC=C(C=C1)Cl ((S)-ethyl 2-tert-butoxy-2-(7-(4-chlorophenyl)-5-methyl-2-(3-methyl-[1,2,4]triazolo[4,3-a]pyridin-7-yl)benzo[d]thiazol-6-yl)acetate). Product: C(C)(C)(C)O[C@H](C(=O)O)C1=C(C2=C(N=C(S2)C2=CC=3N(C=C2)C(=NN3)C)C=C1C)C1=CC=C(C=C1)Cl ((S)-2-tert-butoxy-2-(7-(4-chlorophenyl)-5-methyl-2-(3-methyl-[1,2,4]triazolo[4,3-a]pyridin-7-yl)benzo[d]thiazol-6-yl)acetic acid). As a reaction SMILES: C(O[C@@H](C1C(C)=CC2N=C(C3C=C4C(C(C)=NN4C)=CC=3)SC=2C=1C1C=CC(Cl)=CC=1)C(O)=O)(C)(C)C.[C:38]([O:42][C@@H:43]([C:49]1[C:67]([CH3:68])=[CH:66][C:52]2[N:53]=[C:54]([C:56]3[CH:61]=[CH:60][N:59]4[C:62]([CH3:65])=[N:63][N:64]=[C:58]4[CH:57]=3)[S:55][C:51]=2[C:50]=1[C:69]1[CH:74]=[CH:73][C:72]([Cl:75])=[CH:71][CH:70]=1)[C:44]([O:46]CC)=[O:45])([CH3:41])([CH3:40])[CH3:39]>>[C:38]([O:42][C@@H:43]([C:49]1[C:67]([CH3:68])=[CH:66][C:52]2[N:53]=[C:54]([C:56]3[CH:61]=[CH:60][N:59]4[C:62]([CH3:65])=[N:63][N:64]=[C:58]4[CH:57]=3)[S:55][C:51]=2[C:50]=1[C:69]1[CH:70]=[CH:71][C:72]([Cl:75])=[CH:73][CH:74]=1)[C:44]([OH:46])=[O:45])([CH3:41])([CH3:39])[CH3:40]. Procedure details: Prepared in a manner similar to (S)-2-tert-butoxy-2-(7-(4-chlorophenyl)-2-(1,3-dimethyl-1H-indazol-6-yl)-5-methylbenzo[d]thiazol-6-yl)acetic acid, but using (S)-ethyl 2-tert-butoxy-2-(7-(4-chlorophenyl)-5-methyl-2-(3-methyl-[1,2,4]triazolo[4,3-a]pyridin-7-yl)benzo[d]thiazol-6-yl)acetate instead of (S)-ethyl 2-tert-butoxy-2-(7-(4-chlorophenyl)-2-(1,3-dimethyl-1H-indazol-6-yl)-5-methylbenzo[d]thiazol-6-yl)acetate. LCMS-ESI+: calc'd for C27H26ClN4O3S: 521.0 (M+H+); Found: 521.2 (M+H+). 1H NMR (400 ... Reactants: CC(C)(C)C#COc1ccc(Cl)cc1, Oc1ccc(Cl)cc1, Cl[Sn](Cl)(Cl)Cl. Yields the product CC(C)(C)C=C(Oc1ccc(Cl)cc1)Oc1ccc(Cl)cc1. RXN SMILES: [Cl:1][c:2]1[cH:3][cH:4][c:5]([O:6][C:7]#[C:8][C:9]([CH3:10])([CH3:11])[CH3:12])[cH:13][cH:14]1.[OH:15][c:16]1[cH:17][cH:18][c:19]([Cl:20])[cH:21][cH:22]1.[Sn:23]([Cl:24])([Cl:25])([Cl:26])[Cl:27]>>[Cl:1][c:2]1[cH:3][cH:4][c:5]([O:6][C:7](=[CH:8][C:9]([CH3:10])([CH3:11])[CH3:12])[O:15][c:16]2[cH:17][cH:18][c:19]([Cl:20])[cH:21][cH:22]2)[cH:13][cH:14]1.